This data is from the Open Reaction Database (ORD), a public repository of structured organic reaction records. The task is: describe an organic reaction: reactants, conditions, products, and yield The reactants are Cc1cc(Cl)n2nnnc2n1, Cl, [Na+], O, [SH-]. The product is Cc1cc(S)n2nnnc2n1. Reaction SMILES: [Cl:3][c:4]1[cH:5][c:6]([CH3:13])[n:7][c:8]2[n:9]1[n:10][n:11][n:12]2.[ClH:14].[Na+:2].[OH2:15].[SH-:1]>>[SH:1][c:4]1[cH:5][c:6]([CH3:13])[n:7][c:8]2[n:9]1[n:10][n:11][n:12]2.